This data is from the Open Reaction Database (ORD), a public repository of structured organic reaction records. The task is: describe an organic reaction: reactants, conditions, products, and yield Starting materials: CCO, O=C1c2ccccc2C(=O)N1CCn1cc(CI)nn1. Product: Cc1cn(CCN2C(=O)c3ccccc3C2=O)nn1. RXN SMILES: [CH3:21][CH2:22][OH:23].[I:1][CH2:2][c:3]1[n:4][n:5][n:6]([CH2:8][CH2:9][N:10]2[C:11](=[O:20])[c:12]3[cH:13][cH:14][cH:15][cH:16][c:17]3[C:18]2=[O:19])[cH:7]1>>[CH3:2][c:3]1[n:4][n:5][n:6]([CH2:8][CH2:9][N:10]2[C:11](=[O:20])[c:12]3[cH:13][cH:14][cH:15][cH:16][c:17]3[C:18]2=[O:19])[cH:7]1. The reactants are Cc1ccncc1Br, Cc1ccccc1, CCN(C(C)C)C(C)C, O=C(C=Cc1ccccc1)C=Cc1ccccc1, O=C(C=Cc1ccccc1)C=Cc1ccccc1, O=C(C=Cc1ccccc1)C=Cc1ccccc1, [Pd], [Pd], CC1(C)c2cccc(P(c3ccccc3)c3ccccc3)c2Oc2c(P(c3ccccc3)c3ccccc3)cccc21, SCc1ccccc1. Yields the product Cc1ccncc1SCc1ccccc1. Reaction SMILES: [Br:1][c:2]1[cH:3][n:4][cH:5][cH:6][c:7]1[CH3:8].[CH3:68][c:69]1[cH:70][cH:71][cH:72][cH:73][cH:74]1.[CH:17]([N:18]([CH2:19][CH3:20])[CH:21]([CH3:22])[CH3:23])([CH3:24])[CH3:25].[O:113]=[C:114]([CH:115]=[CH:116][c:117]1[cH:118][cH:119][cH:120][cH:121][cH:122]1)[CH:123]=[CH:124][c:125]1[cH:126][cH:127][cH:128][cH:129][cH:130]1.[O:77]=[C:78]([CH:79]=[CH:80][c:81]1[cH:82][cH:83][cH:84][cH:85][cH:86]1)[CH:87]=[CH:88][c:89]1[cH:90][cH:91][cH:92][cH:93][cH:94]1.[O:95]=[C:96]([CH:97]=[CH:98][c:99]1[cH:100][cH:101][cH:102][cH:103][cH:104]1)[CH:105]=[CH:106][c:107]1[cH:108][cH:109][cH:110][cH:111][cH:112]1.[Pd:75].[Pd:76].[c:26]1([P:27]([c:28]2[cH:29][cH:30][cH:31][cH:32][cH:33]2)[c:34]2[c:35]3[c:59]([cH:60][cH:61][cH:62]2)[C:56]([CH3:57])([CH3:58])[c:38]2[c:37]([c:42]([P:43]([c:44]4[cH:45][cH:46][cH:47][cH:48][cH:49]4)[c:50]4[cH:51][cH:52][cH:53][cH:54][cH:55]4)[cH:41][cH:40][cH:39]2)[O:36]3)[cH:63][cH:64][cH:65][cH:66][cH:67]1.[c:9]1([CH2:15][SH:16])[cH:10][cH:11][cH:12][cH:13][cH:14]1>>[c:2]1([S:16][CH2:15][c:9]2[cH:10][cH:11][cH:12][cH:13][cH:14]2)[cH:3][n:4][cH:5][cH:6][c:7]1[CH3:8]. Reaction conditions: temperature 5 celsius, time 30 minute. The reactants are C(C=C)OC(=O)N1C(C=C(C1)C#C[Si](C)(C)C)C(=O)OC (1-allyloxycarbonyl-2-methoxycarbonyl-4-trimethylsilylethynyl-3-pyrroline), [BH4-].[Na+] (sodium borohydride), [BH4-].[Na+] (sodium borohydride), C(C)(=O)O (acetic acid). Yields the product C(C=C)OC(=O)N1C(C=C(C1)C(C)=O)CO (1-allyloxycarbonyl-4-acetyl-2-hydroxymethyl-3-pyrroline). Run in O1CCCC1 (tetrahydrofuran), C(C)O (ethanol), C(C)(=O)OCC (ethyl acetate), O (water). As a reaction SMILES: [CH2:1]([O:4][C:5]([N:7]1[CH2:11][C:10]([C:12]#[C:13][Si](C)(C)C)=[CH:9][CH:8]1[C:18]([O:20]C)=O)=[O:6])[CH:2]=[CH2:3].[BH4-].[Na+].C(O)(=[O:26])C>O1CCCC1.C(O)C.C(OCC)(=O)C.O>[CH2:1]([O:4][C:5]([N:7]1[CH2:11][C:10]([C:12](=[O:26])[CH3:13])=[CH:9][CH:8]1[CH2:18][OH:20])=[O:6])[CH:2]=[CH2:3] |f:1.2|. Procedure details: To a solution of 1-allyloxycarbonyl-2-methoxycarbonyl-4-trimethylsilylethynyl-3-pyrroline (2.9 g) in tetrahydrofuran (9 ml) and ethanol (36 ml), previously cooled to 5° C., was slowly added sodium borohydride (713 mg) while the internal temperature was maintained below 10° C. The mixture was stirred at 5° C. for 30 minutes and, then, at room temperature for one hour. After decomposition of the sodium borohydride with addition of a small amount of acetic acid, the reaction mixture was diluted wit... The reactants are BrN1C(CCC1=O)=O (N-Bromosuccinimide), NC1=C(C#N)C=CC(=N1)C=1OC=CC1 (2-amino-6-(2-furyl)nicotinonitrile), C([O-])([O-])=O.[K+].[K+] (potassium carbonate). Solvent: C(C)(=O)OCC (ethyl acetate), CN(C=O)C (N,N-dimethylformamide). Conditions: time 30 minute. The product is NC1=C(C#N)C=C(C(=N1)C=1OC=CC1)Br (2-Amino-5-bromo-6-(2-furyl)nicotinonitrile). The yield is 58.1%. As a reaction SMILES: [Br:1]N1C(=O)CCC1=O.[NH2:9][C:10]1[N:17]=[C:16]([C:18]2[O:19][CH:20]=[CH:21][CH:22]=2)[CH:15]=[CH:14][C:11]=1[C:12]#[N:13].C(=O)([O-])[O-].[K+].[K+]>CN(C)C=O.C(OCC)(=O)C>[NH2:9][C:10]1[N:17]=[C:16]([C:18]2[O:19][CH:20]=[CH:21][CH:22]=2)[C:15]([Br:1])=[CH:14][C:11]=1[C:12]#[N:13] |f:2.3.4|. Procedure: N-Bromosuccinimide (3.5 g, 19.7 mmol) was added to a solution (60 ml) of 2-amino-6-(2-furyl)nicotinonitrile (4.0 g, 21.6 mmol) in N,N-dimethylformamide in a nitrogen atmosphere at 1 to 2° C., followed by stirring as it was. After 30 minutes, the reaction solution was diluted with ethyl acetate and an aqueous saturated solution of potassium carbonate. The organic layer was washed with an aqueous saturated solution of potassium carbonate and an aqueous saturated solution of ammonium chloride, then... The reactants are C(C)(=O)OCC (ethyl acetate), CC(=O)OCC1=C(N2[C@@H]([C@@H](C2=O)NC(=O)CC3=CC=CS3)SC1)C(=O)[O-].[Na+] (sodium cephalothin), Cl (HCl). Run in O (water). Product: C(C)(=O)OCC=1CS[C@H]2N(C1C(=O)O)C(C2NC(CC=2SC=CC2)=O)=O (3-acetoxymethyl-7-(2-thienylacetamido)-3-cephem-4-carboxylic acid). Yield: 99.7%. As a reaction SMILES: [CH3:1][C:2]([O:4][CH2:5][C:6]1[CH2:23][S:22][C@@H:9]2[C@H:10]([NH:13][C:14]([CH2:16][C:17]3[S:21][CH:20]=[CH:19][CH:18]=3)=[O:15])[C:11](=[O:12])[N:8]2[C:7]=1[C:24]([O-:26])=[O:25])=[O:3].[Na+].C(OCC)(=O)C.Cl>O>[C:2]([O:4][CH2:5][C:6]1[CH2:23][S:22][C@@H:9]2[CH:10]([NH:13][C:14](=[O:15])[CH2:16][C:17]3[S:21][CH:20]=[CH:19][CH:18]=3)[C:11](=[O:12])[N:8]2[C:7]=1[C:24]([OH:26])=[O:25])(=[O:3])[CH3:1] |f:0.1|. Procedure: 21.6 g of sodium cephalothin was dissolved in 500 ml of water and layered with 500 ml ethyl acetate. The mixture was acidified to pH4 by addition of 6N HCl and the product was extracted into the ethyl acetate phase, which was dried (MgSO4) and evaporated in vacuo to yield 20.4 g of 3-acetoxymethyl-7-(2-thienylacetamido)-3-cephem-4-carboxylic acid, mp 152°-154°. Reactants: C(C)(C)(C)C=1N=C(SC1)C=1OC2=C(C1)C=C(C=C2)OCC2=C(OC(C#N)CCC)C=CC=C2 (2-{2-{[2-(4-tert-butylthiazol-2-yl)benzofuran-5-yloxy]methyl}phenoxy}-pentanenitrile), Cl.ON (Hydroxyamine hydrochloride), solution, C[O-].[Na+] (sodium methoxide). Run in CS(=O)C (dimethylsulfoxide), CO (methanol). The product is C(C)(C)(C)C=1N=C(SC1)C=1OC2=C(C1)C=C(C=C2)OCC2=C(OC(C(N)=NO)CCC)C=CC=C2 (2-{2-{[2-(4-tert-butylthiazol-2-yl)benzofuran-5-yloxy]methyl}phenoxy}pentanamide oxime). Isolated yield 110.8%. Reaction SMILES: Cl.[OH:2][NH2:3].C[O-].[Na+].[C:7]([C:11]1[N:12]=[C:13]([C:16]2[O:17][C:18]3[CH:24]=[CH:23][C:22]([O:25][CH2:26][C:27]4[CH:39]=[CH:38][CH:37]=[CH:36][C:28]=4[O:29][CH:30]([CH2:33][CH2:34][CH3:35])[C:31]#[N:32])=[CH:21][C:19]=3[CH:20]=2)[S:14][CH:15]=1)([CH3:10])([CH3:9])[CH3:8]>CS(C)=O.CO>[C:7]([C:11]1[N:12]=[C:13]([C:16]2[O:17][C:18]3[CH:24]=[CH:23][C:22]([O:25][CH2:26][C:27]4[CH:39]=[CH:38][CH:37]=[CH:36][C:28]=4[O:29][CH:30]([CH2:33][CH2:34][CH3:35])[C:31](=[N:3][OH:2])[NH2:32])=[CH:21][C:19]=3[CH:20]=2)[S:14][CH:15]=1)([CH3:8])([CH3:9])[CH3:10] |f:0.1,2.3|. Procedure details: Hydroxyamine hydrochloride (174 mg) was dissolved in dimethylsulfoxide (2 ml) and 28% solution of sodium methoxide in methanol (0.125 g) was added into it. The mixture was stirred for ten minutes at room temperature. 2-{2-{[2-(4-tert-butylthiazol-2-yl)benzofuran-5-yloxy]methyl}phenoxy}-pentanenitrile (224 mg) was added into the solution and the resulting mixture was stirred at 80° C. for an hour. The reaction mixture was collected and diluted with water and was extracted with ethyl acetate. The ... RXN SMILES: [Mg].[Cl:2][C:3]1[CH:8]=[CH:7][C:6](I)=[C:5]([Cl:10])[CH:4]=1.I/[C:12](=[CH:18]\[C:19]([O:21][CH2:22][CH3:23])=[O:20])/[C:13]([O:15][CH2:16][CH3:17])=[O:14]>C(OCC)C.CN(C=O)C.Cl.[Cl-].[Zn+2].[Cl-].C([O-])(=O)C.[Pd+2].C([O-])(=O)C.C(Br)C.C1(P(C2C=CC=CC=2)C2C=CC=CC=2)C=CC=CC=1>[CH2:16]([O:15][C:13](=[O:14])/[C:12](/[C:6]1[CH:7]=[CH:8][C:3]([Cl:2])=[CH:4][C:5]=1[Cl:10])=[CH:18]/[C:19]([O:21][CH2:22][CH3:23])=[O:20])[CH3:17] |f:6.7.8,9.10.11|. Reaction conditions: time 90 minute. Product: C(C)OC(\C(=C\C(=O)OCC)\C1=C(C=C(C=C1)Cl)Cl)=O ((E)-2-(2,4-dichlorophenyl)-butendioic acid diethyl ester). Isolated yield 70.4%. Reagents/catalysts: C(C)Br (ethyl bromide), C(C)(=O)[O-].[Pd+2].C(C)(=O)[O-] (palladium acetate), C1(=CC=CC=C1)P(C1=CC=CC=C1)C1=CC=CC=C1 (triphenylphosphine), [Cl-].[Zn+2].[Cl-] (zinc chloride). Reactants: ( 12 ), [Mg] (magnesium), ClC1=CC(=C(C=C1)I)Cl (1,3—dichloro-4-iodobenzene), I/C(/C(=O)OCC)=C\C(=O)OCC (diethyl iodo-fumarate). The solvent is CN(C)C=O (DMF), C(C)OCC (ethyl ether), CN(C)C=O (DMF), C(C)OCC (ethyl ether), Cl (HCl), C(C)OCC (ethyl ether). Procedure: A suspension of magnesium (1.82 g; 0.075 moles) kept under stirring at 25° C. in ethyl ether (20 ml) was added with ethyl bromide (50 mg). After 15 minutes 1,3—dichloro-4-iodobenzene (13.65 g; 0.05 moles) in ethyl ether (20 ml) was added in about 1 hour at the temperature of 18-22° C., and at the end of the addition the stirring was kept on at 20° C. for further 90 minutes. The metallic magnesium was decanted and the surnatant solution was added in 10 minutes to a suspension of dry zinc chloride... Reactants: CC(C)([O-])C.[K+] (potassium tert-butoxide), C(=O)(C(F)(F)F)O (TFA), C(COC(=O)Cl)CCl (3-Chloropropyl chloridocarbonate), NC=1C=C(C(=NC1)N1C[C@@]2(CCN(C2=O)[C@@H]2CC[C@H](CC2)O)CCC1)Cl ((5S)-7-(5-amino-3-chloropyridin-2-yl)-2-(trans-4-hydroxycyclohexyl)-2,7-diazaspiro[4.5]decan-1-one), resultant mixture, O[C@@H]1CC[C@H](CC1)N1C([C@@]2(CC1)CNCCC2)=O ((5S)-2-(trans-4-hydroxycyclohexyl)-2,7-diazaspiro[4.5]decan-1-one). The reagents and catalysts are CN(C1=CC=NC=C1)C (4-dimethylaminopyridine). Run in O1CCCC1 (tetrahydrofuran), CO (methanol), CN(C)C=O (DMF). Reaction conditions: time 1 hour. Yields the product ClC=1C(=NC=C(C1)N1C(OCCC1)=O)N1C[C@@]2(CCN(C2=O)[C@@H]2CC[C@H](CC2)O)CCC1 ((5S)-7-[3-Chloro-5-(2-oxo-1,3-oxazinan-3-yl)pyridin-2-yl]-2-(trans-4-hydroxycyclohexyl)-2,7-diazaspiro[4.5]decan-1-one). Reaction SMILES: [CH2:1]([CH2:7]Cl)[CH2:2][O:3][C:4](Cl)=[O:5].[NH2:9][C:10]1[CH:11]=[C:12]([Cl:34])[C:13]([N:16]2[CH2:33][CH2:32][CH2:31][C@@:18]3([C:22](=[O:23])[N:21]([C@H:24]4[CH2:29][CH2:28][C@H:27]([OH:30])[CH2:26][CH2:25]4)[CH2:20][CH2:19]3)[CH2:17]2)=[N:14][CH:15]=1.O[C@H]1CC[C@H](N2CC[C@]3(CCCNC3)C2=O)CC1.CC(C)([O-])C.[K+].C(O)(C(F)(F)F)=O>CN(C)C1C=CN=CC=1.CN(C=O)C.O1CCCC1.CO>[Cl:34][C:12]1[C:13]([N:16]2[CH2:33][CH2:32][CH2:31][C@@:18]3([C:22](=[O:23])[N:21]([C@H:24]4[CH2:25][CH2:26][C@H:27]([OH:30])[CH2:28][CH2:29]4)[CH2:20][CH2:19]3)[CH2:17]2)=[N:14][CH:15]=[C:10]([N:9]2[CH2:7][CH2:1][CH2:2][O:3][C:4]2=[O:5])[CH:11]=1 |f:3.4|. Procedure: 3-Chloropropyl chloridocarbonate (15.1 μL, 0.000125 mol) was added to a mixture of (5S)-7-(5-amino-3-chloropyridin-2-yl)-2-(trans-4-hydroxycyclohexyl)-2,7-diazaspiro[4.5]decan-1-one (37.89 mg, 0.0001000 mol, this compound was prepared by using procedures analogous to those described for the synthesis of example 105, step 1 starting from (5S)-2-(trans-4-hydroxycyclohexyl)-2,7-diazaspiro[4.5]decan-1-one) and 4-dimethylaminopyridine (18.3 mg, 0.000150 mol) in DMF (1.00 mL). After stirring the mixtu...